Dataset: the Open Reaction Database (ORD), a public repository of structured organic reaction records. Task: describe an organic reaction: reactants, conditions, products, and yield Reactants: CC(C)C(NC(=O)OC(C)(C)C)C(=O)NC(CCC(=O)O)C(N)=O, CCCCCCO, CN(C)C=O. The product is CCCCCCOC(=O)CCC(NC(=O)C(NC(=O)OC(C)(C)C)C(C)C)C(N)=O. Reaction SMILES: [C:1]([CH3:2])([CH3:3])([CH3:4])[O:5][C:6](=[O:7])[NH:8][CH:9]([CH:10]([CH3:11])[CH3:12])[C:13](=[O:14])[NH:15][CH:16]([CH2:17][CH2:18][C:19](=[O:20])[OH:21])[C:22]([NH2:23])=[O:24].[CH2:25]([CH2:26][CH2:27][CH2:28][CH2:29][CH3:30])[OH:31].[O:32]=[CH:33][N:34]([CH3:35])[CH3:36]>>[C:1]([CH3:2])([CH3:3])([CH3:4])[O:5][C:6](=[O:7])[NH:8][CH:9]([CH:10]([CH3:11])[CH3:12])[C:13](=[O:14])[NH:15][CH:16]([CH2:17][CH2:18][C:19](=[O:20])[O:21][CH2:25][CH2:26][CH2:27][CH2:28][CH2:29][CH3:30])[C:22]([NH2:23])=[O:24]. Reactants: CC(C)(C)c1cc(NC(=O)Oc2ccccc2)n(-c2cncc(F)c2)n1, C1CCOC1, COc1cc2ncnc(Oc3cccc(N)c3)c2cc1OC, CN(C)c1ccncc1. Yields the product COc1cc2ncnc(Oc3cccc(NC(=O)Nc4cc(C(C)(C)C)nn4-c4cncc(F)c4)c3)c2cc1OC. As a reaction SMILES: [C:23]([CH3:24])([CH3:25])([CH3:26])[c:27]1[n:28][n:29](-[c:42]2[cH:43][n:44][cH:45][c:46]([F:48])[cH:47]2)[c:30]([NH:32][C:33]([O:34][c:36]2[cH:37][cH:38][cH:39][cH:40][cH:41]2)=[O:35])[cH:31]1.[CH2:49]1[O:50][CH2:51][CH2:52][CH2:53]1.[CH3:1][O:2][c:3]1[cH:4][c:5]2[c:6]([O:15][c:16]3[cH:17][c:18]([NH2:19])[cH:20][cH:21][cH:22]3)[n:7][cH:8][n:9][c:10]2[cH:11][c:12]1[O:13][CH3:14].[CH3:54][N:55]([c:56]1[cH:57][cH:58][n:59][cH:60][cH:61]1)[CH3:62]>>[CH3:1][O:2][c:3]1[cH:4][c:5]2[c:6]([O:15][c:16]3[cH:17][c:18]([NH:19][C:33]([NH:32][c:30]4[n:29](-[c:42]5[cH:43][n:44][cH:45][c:46]([F:48])[cH:47]5)[n:28][c:27]([C:23]([CH3:24])([CH3:25])[CH3:26])[cH:31]4)=[O:34])[cH:20][cH:21][cH:22]3)[n:7][cH:8][n:9][c:10]2[cH:11][c:12]1[O:13][CH3:14]. Starting materials: CCO, NN, COC(=O)c1ccccc1CS(N)(=O)=O, O. The product is NNC(=O)c1ccccc1CS(N)(=O)=O. As a reaction SMILES: [CH3:19][CH2:20][OH:21].[NH2:17][NH2:18].[NH2:1][S:2](=[O:3])(=[O:4])[CH2:5][c:6]1[c:7]([C:8](=[O:9])[O:10][CH3:11])[cH:12][cH:13][cH:14][cH:15]1.[OH2:16]>>[NH2:1][S:2](=[O:3])(=[O:4])[CH2:5][c:6]1[c:7]([C:8](=[O:9])[NH:17][NH2:18])[cH:12][cH:13][cH:14][cH:15]1. Starting materials: O (water), BrCCBr (1,2-dibromoethane), [F-].[K+] (potassium fluoride), BrC1=C(C(O)=C(C=C1)OC)O (3-bromo-6-methoxycatechol). Solvent: CN(C)C=O (DMF). Conditions: time 6 hour. Product: BrC1=CC=C(C=2OCCOC21)OC (5-bromo-2,3-dihydro-8-methoxy-1,4-benzodioxine). RXN SMILES: [Br:1][C:2]1[CH:8]=[CH:7][C:6]([O:9][CH3:10])=[C:4]([OH:5])[C:3]=1[OH:11].Br[CH2:13][CH2:14]Br.[F-].[K+].O>CN(C=O)C>[Br:1][C:2]1[C:3]2[O:11][CH2:14][CH2:13][O:5][C:4]=2[C:6]([O:9][CH3:10])=[CH:7][CH:8]=1 |f:2.3|. Procedure details: 3-bromo-6-methoxycatechol (16 g) was dissolved in DMF (50 ml), mixed with 1,2-dibromoethane (15 ml) and potassium fluoride (21 g), stirred for 6 hours while heating at 110EC. The resultant was allowed to stand for cooling, mixed with water, and extracted with ether. The organic layer was washed withan aqueous sodium hydroxide solution, water, and a saturated aqueous sodium chloride solution in that order, dried over manganese sulfate anhydride, and then, evaporated under reduced pressure for rem... Reactants: COC(=O)C=1C=C(C=NC1)Br (3-bromo-5-pyridinecarboxylic acid methyl ester), [N+](=O)([O-])C=1C=C(C=CC1)B(O)O (3-nitrophenylboronic acid). Yields the product COC(=O)C=1C=C(C=NC1)C1=CC(=CC=C1)[N+](=O)[O-] (3-(3-Nitrophenyl)-5-pyridinecarboxylic acid methyl ester). As a reaction SMILES: [CH3:1][O:2][C:3]([C:5]1[CH:6]=[C:7](Br)[CH:8]=[N:9][CH:10]=1)=[O:4].[N+:12]([C:15]1[CH:16]=[C:17](B(O)O)[CH:18]=[CH:19][CH:20]=1)([O-:14])=[O:13]>>[CH3:1][O:2][C:3]([C:5]1[CH:6]=[C:7]([C:19]2[CH:18]=[CH:17][CH:16]=[C:15]([N+:12]([O-:14])=[O:13])[CH:20]=2)[CH:8]=[N:9][CH:10]=1)=[O:4]. Procedure: Assay Found: C 60.61; H 3.93; N 10.78% C13H10N2O4 requires C 60.47; H 3.90; N 10.85%; from 3-bromo-5-pyridinecarboxylic acid methyl ester (1.00 g) and 3-nitrophenylboronic acid (785 mg) tetrakis(triphenylphosphine)palladium(0) (164 mg). The reactants are C1CCOC1, Nc1ccccc1C1CN(C2CC2)Cc2c(Cl)cc(Cl)cc21, O=C(Cl)OCCCl. The product is O=C1OCCN1c1ccccc1C1CN(C2CC2)Cc2c(Cl)cc(Cl)cc21. Reaction SMILES: [CH2:30]1[O:31][CH2:32][CH2:33][CH2:34]1.[Cl:1][c:2]1[cH:3][c:4]2[c:9]([c:10]([Cl:12])[cH:11]1)[CH2:8][N:7]([CH:13]1[CH2:14][CH2:15]1)[CH2:6][CH:5]2[c:16]1[c:17]([NH2:22])[cH:18][cH:19][cH:20][cH:21]1.[Cl:23][C:24](=[O:25])[O:26][CH2:27][CH2:28][Cl:29]>>[Cl:1][c:2]1[cH:3][c:4]2[c:9]([c:10]([Cl:12])[cH:11]1)[CH2:8][N:7]([CH:13]1[CH2:14][CH2:15]1)[CH2:6][CH:5]2[c:16]1[c:17]([N:22]2[C:24](=[O:25])[O:26][CH2:27][CH2:28]2)[cH:18][cH:19][cH:20][cH:21]1.